Dataset: the Open Reaction Database (ORD), a public repository of structured organic reaction records. Task: describe an organic reaction: reactants, conditions, products, and yield Reactants: BrC=1N=C(N(C1C1=NC(=NC=C1)Cl)COCC[Si](C)(C)C)C1CC1 (4-(4-bromo-2-cyclopropyl-1-((2-(trimethylsilyl)ethoxy)methyl)-1H-imidazol-5-yl)-2-chloropyrimidine), FC1=C(N)C=CC=C1B1OC(C(O1)(C)C)(C)C (2-fluoro-3-(4,4,5,5-tetramethyl-1,3,2-dioxaborolan-2-yl)aniline), C([O-])([O-])=O.[Na+].[Na+] (sodium carbonate), COCCOC (DME). Reagents/catalysts: C1=CC=C(C=C1)P([C-]2C=CC=C2)C3=CC=CC=C3.C1=CC=C(C=C1)P([C-]2C=CC=C2)C3=CC=CC=C3.Cl[Pd]Cl.[Fe+2].C(Cl)Cl (PdCl2(dppf)•DCM). Solvent: [NH4+].[Cl-] (NH4Cl). The product is ClC1=NC=CC(=N1)C1=C(N=C(N1COCC[Si](C)(C)C)C1CC1)C=1C(=C(N)C=CC1)F (3-(5-(2-chloropyrimidin-4-yl)-2-cyclopropyl-1-((2-(trimethylsilyl)ethoxy)methyl)-1H-imidazol-4-yl)-2-fluoroaniline). Yield: 36.9%. Reaction SMILES: Br[C:2]1[N:3]=[C:4]([CH:22]2[CH2:24][CH2:23]2)[N:5]([CH2:14][O:15][CH2:16][CH2:17][Si:18]([CH3:21])([CH3:20])[CH3:19])[C:6]=1[C:7]1[CH:12]=[CH:11][N:10]=[C:9]([Cl:13])[N:8]=1.[F:25][C:26]1[C:32](B2OC(C)(C)C(C)(C)O2)=[CH:31][CH:30]=[CH:29][C:27]=1[NH2:28].C(=O)([O-])[O-].[Na+].[Na+].COCCOC>[NH4+].[Cl-].C1C=CC(P(C2C=CC=CC=2)[C-]2C=CC=C2)=CC=1.C1C=CC(P(C2C=CC=CC=2)[C-]2C=CC=C2)=CC=1.Cl[Pd]Cl.[Fe+2].C(Cl)Cl>[Cl:13][C:9]1[N:8]=[C:7]([C:6]2[N:5]([CH2:14][O:15][CH2:16][CH2:17][Si:18]([CH3:21])([CH3:20])[CH3:19])[C:4]([CH:22]3[CH2:24][CH2:23]3)=[N:3][C:2]=2[C:32]2[C:26]([F:25])=[C:27]([CH:29]=[CH:30][CH:31]=2)[NH2:28])[CH:12]=[CH:11][N:10]=1 |f:2.3.4,6.7,8.9.10.11.12|. Procedure: To a microwave vial with stir bar was added 4-(4-bromo-2-cyclopropyl-1-((2-(trimethylsilyl)ethoxy)methyl)-1H-imidazol-5-yl)-2-chloropyrimidine (I-1a, step 5, 0.55 g, 1.3 mmol), 2-fluoro-3-(4,4,5,5-tetramethyl-1,3,2-dioxaborolan-2-yl)aniline (0.61 g, 2.6 mmol), 2.0 M aqueous sodium carbonate solution (3.2 mL, 6.4 mmol) and DME (6.4 mL). The resulting mixture was sparged with nitrogen followed by the addition of PdCl2(dppf)•DCM adduct (0.052 g, 0.06 mmol). The reaction was sealed and irradiated in... Starting materials: O (Water), BrCCCl (1-Bromo-2-chloroethane), C([O-])([O-])=O.[K+].[K+] (potassium carbonate), COC1=C(C=C2C(=CC=NC2=C1)OC=1C(=NC2=CC=CC=C2C1)C)O (7-Methoxy-4-(2-methyl-quinolin-3-yloxy)-quinolin-6-ol). Run in CN(C=O)C (N,N-dimethylformamide). Run at time 8 hour. Product: ClCCOC=1C=C2C(=CC=NC2=CC1OC)OC=1C(=NC2=CC=CC=C2C1)C (6-(2-chloroethoxy)-7-methoxy-4-(2-methyl-quinolin-3-yloxy)-quinoline). Isolated yield 80.8%. RXN SMILES: [CH3:1][O:2][C:3]1[CH:12]=[C:11]2[C:6]([C:7]([O:13][C:14]3[C:15]([CH3:24])=[N:16][C:17]4[C:22]([CH:23]=3)=[CH:21][CH:20]=[CH:19][CH:18]=4)=[CH:8][CH:9]=[N:10]2)=[CH:5][C:4]=1[OH:25].Br[CH2:27][CH2:28][Cl:29].C(=O)([O-])[O-].[K+].[K+].O>CN(C)C=O>[Cl:29][CH2:28][CH2:27][O:25][C:4]1[CH:5]=[C:6]2[C:11](=[CH:12][C:3]=1[O:2][CH3:1])[N:10]=[CH:9][CH:8]=[C:7]2[O:13][C:14]1[C:15]([CH3:24])=[N:16][C:17]2[C:22]([CH:23]=1)=[CH:21][CH:20]=[CH:19][CH:18]=2 |f:2.3.4|. Procedure: 7-Methoxy-4-(2-methyl-quinolin-3-yloxy)-quinolin-6-ol (25 mg) was dissolved in N,N-dimethylformamide (1 ml) to prepare a solution. 1-Bromo-2-chloroethane (54 mg) and potassium carbonate (52 mg) were added to the solution, and the mixture was stirred at room temperature overnight. Water was added to the reaction solution, and the mixture was extracted with chloroform. The chloroform layer was washed with water and was then dried over anhydrous magnesium sulfate. The solvent was removed by distill... The reactants are [Cl-].[NH4+] (ammonium chloride), CC(C)([O-])C.[K+] (potassium tert-butoxide), BrCCCCCC(=O)OCC (ethyl 6-bromohexanoate), C(C)(=O)NC1=C(C=C(C=C1)C=1OC2=C(C(C1)=O)C(=C(C=C2F)F)N)F (2-(4-Acetylamino-3-fluorophenyl)-5-amino-6,8-difluoro-4H-1-benzopyran-4-one). Solvent: CN(C=O)C (dimethylformamide). Run at time 4.5 hour. Product: C(C)(=O)N(CCCCCC(=O)OCC)C1=C(C=C(C=C1)C=1OC2=C(C(C1)=O)C(=C(C=C2F)F)N)F (2-[4-[N-acetyl-N-(5-ethoxycarbonylpentyl)amino]-3-fluorophenyl]-5-amino-6,8-difluoro-4H-1-benzopyran-4-one). The yield is 85.0%. Reaction SMILES: [C:1]([NH:4][C:5]1[CH:10]=[CH:9][C:8]([C:11]2[O:12][C:13]3[C:21]([F:22])=[CH:20][C:19]([F:23])=[C:18]([NH2:24])[C:14]=3[C:15](=[O:17])[CH:16]=2)=[CH:7][C:6]=1[F:25])(=[O:3])[CH3:2].CC(C)([O-])C.[K+].Br[CH2:33][CH2:34][CH2:35][CH2:36][CH2:37][C:38]([O:40][CH2:41][CH3:42])=[O:39].[Cl-].[NH4+]>CN(C)C=O>[C:1]([N:4]([C:5]1[CH:10]=[CH:9][C:8]([C:11]2[O:12][C:13]3[C:21]([F:22])=[CH:20][C:19]([F:23])=[C:18]([NH2:24])[C:14]=3[C:15](=[O:17])[CH:16]=2)=[CH:7][C:6]=1[F:25])[CH2:33][CH2:34][CH2:35][CH2:36][CH2:37][C:38]([O:40][CH2:41][CH3:42])=[O:39])(=[O:3])[CH3:2] |f:1.2,4.5|. Procedure: 1.00 g (2.87 mmol) of Compound 27 obtained in Example 27 was dissolved in 10 ml of dimethylformamide under argon atmosphere, 355 mg of potassium tert-butoxide and 1.02 ml of ethyl 6-bromohexanoate were added under ice-cooling and the mixture was stirred at room temperature for 4.5 hours. An aqueous ammonium chloride solution was added to the reaction solution and the mixture was extracted with ethyl acetate. The organic layer was washed with an aqueous saturated solution of sodium chloride, drie...